This data is from the Open Reaction Database (ORD), a public repository of structured organic reaction records. The task is: describe an organic reaction: reactants, conditions, products, and yield Yields the product C(C)(C)NC(=O)C1=CC2=C(N=CN2)C(=C1NC(=O)C=1N(N=C(C1)C(F)(F)F)C1=NC=CC=C1Cl)Cl (7-chloro-6-{[2-(3-chloro-pyridin-2-yl)-5-trifluoromethyl-2H-pyrazole-3-carbonyl]-amino}-3H-benzoimidazole-5-carboxylic acid isopropylamide). Reaction conditions: time 8 hour. Reaction SMILES: [Cl:1][C:2]1[C:11]2[N:10]=[C:9]([C:12]3[N:13]([C:21]4[C:26]([Cl:27])=[CH:25][CH:24]=[CH:23][N:22]=4)[N:14]=[C:15]([C:17]([F:20])([F:19])[F:18])[CH:16]=3)[O:8][C:7](=[O:28])[C:6]=2[CH:5]=[C:4]2[NH:29][CH:30]=[N:31][C:3]=12.[CH:32]([NH2:35])([CH3:34])[CH3:33]>>[CH:32]([NH:35][C:7]([C:6]1[C:11]([NH:10][C:9]([C:12]2[N:13]([C:21]3[C:26]([Cl:27])=[CH:25][CH:24]=[CH:23][N:22]=3)[N:14]=[C:15]([C:17]([F:19])([F:20])[F:18])[CH:16]=2)=[O:8])=[C:2]([Cl:1])[C:3]2[N:31]=[CH:30][NH:29][C:4]=2[CH:5]=1)=[O:28])([CH3:34])[CH3:33]. Isolated yield 50.0%. Starting materials: ClC1=C2C(=CC=3C(OC(=NC13)C=1N(N=C(C1)C(F)(F)F)C1=NC=CC=C1Cl)=O)NC=N2 (4-chloro-6-[2-(3-chloro-pyridin-2-yl)-5-trifluoromethyl-2H-pyrazol-3-yl]-1H-7-oxa-1,3,5-triaza-cyclopenta[b]naphthalen-8-one), C(C)(C)N (isopropylamine), amine. Reported procedure: See step f) of example H2 with 4-chloro-6-[2-(3-chloro-pyridin-2-yl)-5-trifluoromethyl-2H-pyrazol-3-yl]-1H-7-oxa-1,3,5-triaza-cyclopenta[b]naphthalen-8-one as starting material and 2 equivalents of isopropylamine. After overnight stirring at ambient temperature, 2 equivalents of amine were added and the reaction is stopped after 5 hours. After purification by flash chromatography on silica gel, a white solid is obtained in 50% yield. m.p.: 200-203° C.; LC/MS: 526/528 (M+1)+. The reactants are ClC=1C=C(C(=O)OC)C=CN1 (Methyl 2-chloroisonicotinate), CS(=O)(=O)C1=CC=C(C=C1)B(O)O (4-(methylsulfonyl)phenylboronic acid), C([O-])([O-])=O.[K+].[K+] (potassium carbonate), C(Cl)Cl (DCM). The reagents and catalysts are Cl[Pd]Cl (PdCl2). Solvent: CO (methanol), O (water). Reaction conditions: temperature 100 celsius. Product: CS(=O)(=O)C1=CC=C(C=C1)C=1C=C(C(=O)OC)C=CN1 (methyl 2-(4-(methylsulfonyl)phenyl)-isonicotinate). Yield: 66.7%. RXN SMILES: Cl[C:2]1[CH:3]=[C:4]([CH:9]=[CH:10][N:11]=1)[C:5]([O:7][CH3:8])=[O:6].[CH3:12][S:13]([C:16]1[CH:21]=[CH:20][C:19](B(O)O)=[CH:18][CH:17]=1)(=[O:15])=[O:14].C(=O)([O-])[O-].[K+].[K+].C(Cl)Cl>CO.Cl[Pd]Cl.O>[CH3:12][S:13]([C:16]1[CH:21]=[CH:20][C:19]([C:2]2[CH:3]=[C:4]([CH:9]=[CH:10][N:11]=2)[C:5]([O:7][CH3:8])=[O:6])=[CH:18][CH:17]=1)(=[O:15])=[O:14] |f:2.3.4|. Procedure: Methyl 2-chloroisonicotinate (5 g, 29.14 mmol), 4-(methylsulfonyl)phenylboronic acid (7.58 g, 37.88 mmol), potassium carbonate (2.416 g, 17.48 mmol) and PdCl2 (dppf) (0.633 g, 0.87 mmol) were dissolved in methanol (30 mL) and divided up in two microwave vials. Each vial was heated to 100° C. in a single node microwave reactor for 35 min. DCM (250 mL) and water (250 mL) were added, shaken and the phases separated. The aqueous phase was extracted with DCM (250 mL). The combined organic phases were... Reactants: BrC=1C(=CSC1)C=O (4-bromo-thiophene-3-carbaldehyde), C1(=CC=CC=C1)CCC[Mg]Br (3-phenyl-propyl magnesium bromide). Product: BrC=1C(=CSC1)C(CCCC1=CC=CC=C1)O (1-(4-Bromo-thiophen-3-yl)-4-phenyl-butan-1-ol). RXN SMILES: [Br:1][C:2]1[C:3]([CH:7]=[O:8])=[CH:4][S:5][CH:6]=1.[C:9]1([CH2:15][CH2:16][CH2:17][Mg]Br)[CH:14]=[CH:13][CH:12]=[CH:11][CH:10]=1>>[Br:1][C:2]1[C:3]([CH:7]([OH:8])[CH2:17][CH2:16][CH2:15][C:9]2[CH:14]=[CH:13][CH:12]=[CH:11][CH:10]=2)=[CH:4][S:5][CH:6]=1. Procedure details: Prepared according to the procedure described in Example 5, Step 1, using the following starting materials: 4-bromo-thiophene-3-carbaldehyde and 3-phenyl-propyl magnesium bromide. The reactants are ClC1=C(C=2N=C(C(=NC2C=C1Cl)OC)OC)C(=O)O (6,7-dichloro-2,3-dimethoxyquinoxaline-5-carboxylic acid), CN(C=O)C (N,N-dimethylformamide), CN (methylamine), C(C(=O)Cl)(=O)Cl (oxalyl chloride). The solvent is ClCCl (dichloromethane). Conditions: time 0.5 hour. Yields the product ClC=1C(=C2N=C(C(=NC2=CC1Cl)OC)OC)C(NC)=O (6,7-Dichloro-2,3-dimethoxy-5-(N-methylcarbamoyl)quinoxaline). Yield: 281.7%. As a reaction SMILES: [Cl:1][C:2]1[C:11]([Cl:12])=[CH:10][C:9]2[N:8]=[C:7]([O:13][CH3:14])[C:6]([O:15][CH3:16])=[N:5][C:4]=2[C:3]=1[C:17]([OH:19])=O.[CH3:20][N:21](C)C=O.C(Cl)(=O)C(Cl)=O.CN>ClCCl>[Cl:1][C:2]1[C:3]([C:17](=[O:19])[NH:21][CH3:20])=[C:4]2[C:9](=[CH:10][C:11]=1[Cl:12])[N:8]=[C:7]([O:13][CH3:14])[C:6]([O:15][CH3:16])=[N:5]2. Procedure: To a solution of 6,7-dichloro-2,3-dimethoxyquinoxaline-5-carboxylic acid (Preparation 6, 0.890 g, 2.93 mmol) in dichloromethane (25 mL) at room temperature under nitrogen was added dry N,N-dimethylformamide (50 μL, 47.2 mg, 0.64 mmol) followed by oxalyl chloride (0.338 mL, 3.8 mmol). After 0.5 hours, the mixture was concentrated under reduced pressure. Dichloromethane (10 mL) was added to the residue at room temperature under nitrogen, followed by methylamine (33% w/w solution in ethanol, 10 mL,... Reactants: CC=1C(=C(C=CC1)COC(C(CC)(C)C)=O)C#CCOC1OCCCC1 (rac-2,2-dimethylbutanoic acid [3-methyl-2-[3-(2-tetrahydropyranyloxy)-1-propynyl]phenyl]methyl ester), C1(=CC=C(C=C1)S(=O)(=O)[O-])C.[NH+]1=CC=CC=C1 (pyridinium p-toluenesulfonate). Run in C(C)O (ethanol). Conditions: temperature 55 celsius. Yields the product OCC#CC1=C(C=CC=C1C)COC(C(CC)(C)C)=O (2,2-dimethylbutanoic acid [2-(3-hydroxy-1-propynyl)-3-methylphenyl]methyl ester). The yield is 90.2%. Reaction SMILES: [CH3:1][C:2]1[C:3]([C:17]#[C:18][CH2:19][O:20]C2CCCCO2)=[C:4]([CH2:8][O:9][C:10](=[O:16])[C:11]([CH3:15])([CH3:14])[CH2:12][CH3:13])[CH:5]=[CH:6][CH:7]=1.C1(C)C=CC(S([O-])(=O)=O)=CC=1.[NH+]1C=CC=CC=1>C(O)C>[OH:20][CH2:19][C:18]#[C:17][C:3]1[C:2]([CH3:1])=[CH:7][CH:6]=[CH:5][C:4]=1[CH2:8][O:9][C:10](=[O:16])[C:11]([CH3:15])([CH3:14])[CH2:12][CH3:13] |f:1.2|. Procedure: A solution of rac-2,2-dimethylbutanoic acid [3-methyl-2-[3-(2-tetrahydropyranyloxy)-1-propynyl]phenyl]methyl ester (2 g) and pyridinium p-toluenesulfonate in ethanol (30 mL) was stirred and heated in an oil bath maintained at 55° C. for 3.5 hours then the solvent was evaporated and the residue triturated with diethyl ether. After a small amount of pyridinium p-toluenesulfonate was Filtered off, the filtrate was evaporated and the residual oil was purified by HPLC (diethyl ether-hexane; 1:3) to f... Starting materials: [N-]=[N+]=[N-].[Na+] (sodium azide), C([O-])(O)=O.[Na+] (sodium bicarbonate), BrCCCCCCCCCCCCO (12-bromo-1-dodecanol). Reagents/catalysts: [I-].C(CCC)[N+](CCCC)(CCCC)CCCC (tetrabutylammonium iodide). Run in C(C)(C)(C)O (t-butanol). Run at time 4 day. The product is N(=[N+]=[N-])CCCCCCCCCCCCO (12-Azido-1-dodecanol). Yield: 91.6%. RXN SMILES: Br[CH2:2][CH2:3][CH2:4][CH2:5][CH2:6][CH2:7][CH2:8][CH2:9][CH2:10][CH2:11][CH2:12][CH2:13][OH:14].[N-:15]=[N+:16]=[N-:17].[Na+].C(=O)(O)[O-].[Na+]>C(O)(C)(C)C.[I-].C([N+](CCCC)(CCCC)CCCC)CCC>[N:15]([CH2:2][CH2:3][CH2:4][CH2:5][CH2:6][CH2:7][CH2:8][CH2:9][CH2:10][CH2:11][CH2:12][CH2:13][OH:14])=[N+:16]=[N-:17] |f:1.2,3.4,6.7|. Procedure: A mixture of 12-bromo-1-dodecanol (246 mg, 0.927 mmol) in t-butanol (1.8 mL, 0.5 M) was treated with sodium azide (121 mg, 1.855 mmol, 2 eq), tetrabutylammonium iodide (17 mg, 0.0464 mmol, 0.05 eq) and sat. aq. sodium bicarbonate solution (0.9 mL) in that order. The mixture was stirred at room temperature for 4 days. The mixture was filtered through a plug of celite and the cake rinsed with ethyl acetate (20 mL). The combined filtrate and washings were evaporated onto silica gel and purified by ... Starting materials: ClC1=CC=C(C(=O)Cl)C=C1 (4-chlorobenzoyl chloride), ClC1=C(C=CC(=C1)Cl)C1=NC(=NC=C1C=1NC=CN1)NCCNC1=NC=C(C=C1)[N+](=O)[O-] ([4-(2,4-dichlorophenyl)-5-imidazol-2-ylpyrimidin-2-yl]{2-[(5-nitro(2-pyridyl))-amino]ethyl}amine). Product: ClC1=CC=C(C=C1)C1=NC(=NC=C1C=1NC=CN1)NCCNC1=NC=C(C=C1)[N+](=O)[O-] ([4-(4-chlorophenyl)-5-imidazol-2-ylpyrimidin-2-yl]{2-[(5-nitro(2-pyridyl))amino]-ethyl}amine). RXN SMILES: ClC1C=CC(C(Cl)=O)=CC=1.Cl[C:12]1[CH:17]=[C:16]([Cl:18])[CH:15]=[CH:14][C:13]=1[C:19]1[C:24]([C:25]2[NH:26][CH:27]=[CH:28][N:29]=2)=[CH:23][N:22]=[C:21]([NH:30][CH2:31][CH2:32][NH:33][C:34]2[CH:39]=[CH:38][C:37]([N+:40]([O-:42])=[O:41])=[CH:36][N:35]=2)[N:20]=1>>[Cl:18][C:16]1[CH:17]=[CH:12][C:13]([C:19]2[C:24]([C:25]3[NH:26][CH:27]=[CH:28][N:29]=3)=[CH:23][N:22]=[C:21]([NH:30][CH2:31][CH2:32][NH:33][C:34]3[CH:39]=[CH:38][C:37]([N+:40]([O-:42])=[O:41])=[CH:36][N:35]=3)[N:20]=2)=[CH:14][CH:15]=1. Reported procedure: [4-(4-chlorophenyl)-5-imidazol-2-ylpyrimidin-2-yl]{2-[(5-nitro(2-pyridyl))amino]-ethyl}amine was prepared from 4-chlorobenzoyl chloride using the general method for [4-(2,4-dichlorophenyl)-5-imidazol-2-ylpyrimidin-2-yl]{2-[(5-nitro(2-pyridyl))-amino]ethyl}amine.